This data is from the Open Reaction Database (ORD), a public repository of structured organic reaction records. The task is: describe an organic reaction: reactants, conditions, products, and yield The reactants are BrC1=C(C(=O)OC)C=CC=C1N (methyl 2-bromo-3-aminobenzoate), CC1CC(CC(C1)=O)=O (5-methyl-1,3-cyclohexanedione). Reaction conditions: temperature 125 celsius. Product: C(=O)(OC)C=1C(=C(NC2=CC(CC(C2)C)=O)C=CC1)Br (3-(3-carbomethoxy-2-bromoanilino)-5-methyl-cyclohex-2-en-1-one). Isolated yield 66.6%. As a reaction SMILES: [Br:1][C:2]1[C:11]([NH2:12])=[CH:10][CH:9]=[CH:8][C:3]=1[C:4]([O:6][CH3:7])=[O:5].[CH3:13][CH:14]1[CH2:19][C:18](=[O:20])[CH2:17][C:16](=O)[CH2:15]1>>[C:4]([C:3]1[C:2]([Br:1])=[C:11]([CH:10]=[CH:9][CH:8]=1)[NH:12][C:16]1[CH2:15][CH:14]([CH3:13])[CH2:19][C:18](=[O:20])[CH:17]=1)([O:6][CH3:7])=[O:5]. Procedure: A mixture of methyl 2-bromo-3-aminobenzoate (10.2 g, 44.3 mM) and 5-methyl-1,3-cyclohexanedione (6.15 g, 48.7 mM) was heated at 125° C. under a stream of nitrogen for 1.5 hours. The resultant solid was triturated with ethyl acetate to afford 9.98 g (67%) of 3-(3-carbomethoxy-2-bromoanilino)-5-methyl-cyclohex-2-en-1-one. 1H NMR (CDCl3) δ7.55 (m, 2H), 7.35 (dd, J=8 and 8 Hz, 1H), 6.4 (bs, 1H), 5.55 (s, 1H), 3.95 (s, 3H), 2.6-2.0 (m, 5H), 1.15 (d, J=7 Hz, 3H). MS (ES) m/e 338, 340. Reactants: NC1=CC=C(C=C1)SC1=C/C(/N(C2=CC=CC=C12)C(=O)OC(C)(C)C)=C/1\C(=NN(C1=O)C(=O)OC(C)(C)C)C ((Z)-tert-butyl 4-(4-aminophenylthio)-2-(1-(tert-butoxycarbonyl)-3-methyl-5-oxo-1H-pyrazol-4(5H)-ylidene)quinoline-1 (2H)-carboxylate), CS(=O)(=O)Cl (methanesulfonyl chloride), C20H18N4O3S2. Yields the product CC/1=NNC(\C1=C\1/NC2=CC=CC=C2C(=C1)SC1=CC=C(C=C1)NS(=O)(=O)C)=O ((Z)—N-(4-(2-(3-methyl-5-oxo-1H-pyrazol-4(5H)-ylidene)-1,2-dihydroquinolin-4-ylthio)phenyl)methanesulfonamide). As a reaction SMILES: [NH2:1][C:2]1[CH:7]=[CH:6][C:5]([S:8][C:9]2[C:18]3[C:13](=[CH:14][CH:15]=[CH:16][CH:17]=3)[N:12](C(OC(C)(C)C)=O)/[C:11](=[C:26]3/[C:27]([CH3:39])=[N:28][N:29](C(OC(C)(C)C)=O)[C:30]/3=[O:31])/[CH:10]=2)=[CH:4][CH:3]=1.[CH3:40][S:41](Cl)(=[O:43])=[O:42]>>[CH3:39][C:27]1=[N:28][NH:29][C:30](=[O:31])/[C:26]/1=[C:11]1\[NH:12][C:13]2[C:18]([C:9]([S:8][C:5]3[CH:6]=[CH:7][C:2]([NH:1][S:41]([CH3:40])(=[O:43])=[O:42])=[CH:3][CH:4]=3)=[CH:10]\1)=[CH:17][CH:16]=[CH:15][CH:14]=2. Reported procedure: The title compound was prepared from (Z)-tert-butyl 4-(4-aminophenylthio)-2-(1-(tert-butoxycarbonyl)-3-methyl-5-oxo-1H-pyrazol-4(5H)-ylidene)quinoline-1 (2H)-carboxylate and methanesulfonyl chloride according to the procedure described in Example 21. 1H NMR (400 MHz, DMSO-d6) δ ppm 2.34 (s, 3H) 3.09 (s, 3H) 6.69 (s, 1H) 7.44 (d, J=8.59 Hz, 2H) 7.63 (t, J=7.58 Hz, 1H) 7.72 (d, J=8.59 Hz, 2H) 7.83-7.94 (m, 2H) 8.13 (d, J=8.34 Hz, 1H) 10.40 (s, 1H); ESI-MS: m/z calc'd for C20H18N4O3S2 426.08. found...